describe an organic reaction: reactants, conditions, products, and yield From a dataset of the Open Reaction Database (ORD), a public repository of structured organic reaction records. Starting materials: Brc1ccccc1, CCOC(=O)CC#N, [Cl-], [Mg], [NH4+]. The product is CCOC(=O)C=C(N)c1ccccc1. RXN SMILES: [Br:1][c:2]1[cH:3][cH:4][cH:5][cH:6][cH:7]1.[C:9](#[N:10])[CH2:11][C:12](=[O:13])[O:14][CH2:15][CH3:16].[Cl-:17].[Mg:8].[NH4+:18]>>[c:2]1([C:9]([NH2:10])=[CH:11][C:12](=[O:13])[O:14][CH2:15][CH3:16])[cH:3][cH:4][cH:5][cH:6][cH:7]1. Reactants: CCOC(C)=O, COCc1c(C=O)ncc2c1c1cc(OCc3ccccc3)ccc1n2S(=O)(=O)c1ccc(C)cc1, [Li]c1ccccc1, C1CCOC1, O. Product: COCc1c(C(O)c2ccccc2)ncc2c1c1cc(OCc3ccccc3)ccc1n2S(=O)(=O)c1ccc(C)cc1. RXN SMILES: [C:50]([O:51][CH2:52][CH3:53])(=[O:54])[CH3:55].[CH2:1]([c:2]1[cH:3][cH:4][cH:5][cH:6][cH:7]1)[O:8][c:9]1[cH:10][c:11]2[c:12]3[c:13]([CH2:34][O:35][CH3:36])[c:14]([CH:32]=[O:33])[n:15][cH:16][c:17]3[n:18]([S:22](=[O:23])(=[O:24])[c:25]3[cH:26][cH:27][c:28]([CH3:31])[cH:29][cH:30]3)[c:19]2[cH:20][cH:21]1.[Li:37][c:38]1[cH:39][cH:40][cH:41][cH:42][cH:43]1.[O:44]1[CH2:45][CH2:46][CH2:47][CH2:48]1.[OH2:49]>>[CH2:1]([c:2]1[cH:3][cH:4][cH:5][cH:6][cH:7]1)[O:8][c:9]1[cH:10][c:11]2[c:12]3[c:13]([CH2:34][O:35][CH3:36])[c:14]([CH:32]([OH:33])[c:38]4[cH:39][cH:40][cH:41][cH:42][cH:43]4)[n:15][cH:16][c:17]3[n:18]([S:22](=[O:23])(=[O:24])[c:25]3[cH:26][cH:27][c:28]([CH3:31])[cH:29][cH:30]3)[c:19]2[cH:20][cH:21]1. Reactants: ferrous sulfate heptahydrate, CS(=O)(=O)O (methanesulfonic acid), ClC1=NC(=NC(=N1)NCCCCC1CC(N(C(C1)(C)C)O)(C)C)NCCCCC1CC(N(C(C1)(C)C)O)(C)C (2-chloro-4,6-bis[N-(1-oxyl-2,2,6,6-tetramethylpiperidin-4-yl)butylamino]-s-triazine), C1CCCCC1 (cyclohexane), OO (hydrogen peroxide), S(=O)([O-])[O-].[Na+].[Na+] (sodium sulfite), peroxide, peroxide. Run in O (water), C(C)#N (acetonitrile). Reaction conditions: temperature 52 celsius. The product is ClC1=NC(=NC(=N1)NCCCCC1CC(N(C(C1)(C)C)OC1CCCCC1)(C)C)NCCCCC1CC(N(C(C1)(C)C)OC1CCCCC1)(C)C (2-Chloro-4,6-bis[N-(1-cyclohexyloxy-2,2,6,6-tetramethylpiperidin-4-yl)butylamino]-s-triazine). The yield is 50.0%. Reaction SMILES: CS(O)(=O)=O.[Cl:6][C:7]1[N:12]=[C:11]([NH:13][CH2:14][CH2:15][CH2:16][CH2:17][CH:18]2[CH2:23][C:22]([CH3:25])([CH3:24])[N:21]([OH:26])[C:20]([CH3:28])([CH3:27])[CH2:19]2)[N:10]=[C:9]([NH:29][CH2:30][CH2:31][CH2:32][CH2:33][CH:34]2[CH2:39][C:38]([CH3:41])([CH3:40])[N:37]([OH:42])[C:36]([CH3:44])([CH3:43])[CH2:35]2)[N:8]=1.OO.S([O-])([O-])=O.[Na+].[Na+].[CH2:53]1[CH2:58][CH2:57][CH2:56][CH2:55][CH2:54]1>O.C(#N)C>[Cl:6][C:7]1[N:8]=[C:9]([NH:29][CH2:30][CH2:31][CH2:32][CH2:33][CH:34]2[CH2:35][C:36]([CH3:44])([CH3:43])[N:37]([O:42][CH:53]3[CH2:58][CH2:57][CH2:56][CH2:55][CH2:54]3)[C:38]([CH3:41])([CH3:40])[CH2:39]2)[N:10]=[C:11]([NH:13][CH2:14][CH2:15][CH2:16][CH2:17][CH:18]2[CH2:19][C:20]([CH3:28])([CH3:27])[N:21]([O:26][CH:53]3[CH2:58][CH2:57][CH2:56][CH2:55][CH2:54]3)[C:22]([CH3:24])([CH3:25])[CH2:23]2)[N:12]=1 |f:3.4.5|. Procedure details: A solution of 0.188 g (0.676 mmol) of ferrous sulfate heptahydrate and 0.25 g (2.6 mmol) of methanesulfonic acid in 2 ml of water is added to a mixture of 5.00 g (8.83 mmol) of 2-chloro-4,6-bis[N-(1-oxyl-2,2,6,6-tetramethylpiperidin-4-yl)butylamino]-s-triazine, 29 ml of acetonitrile, and 18 ml of cyclohexane. The reaction mixture is heated to 52° C. A solution of 4.87 g (72 mmol) of 50% aqueous hydrogen peroxide is added dropwise to the reaction mixture over 2.25 hours while the temperature is b... The reactants are COCC(=CCCC(=CCC=C(C=C)C)C)C (12-methoxy-3,7,11-trimethyl-dodeca-1,3,6,10-tetraene), COCC(=CCCC(=CCCC(C=C)(O)C)C)C (12-methoxy-3,7,11-trimethyl-dodeca-1,6,10-trien-3-ol), O (water). The reagents and catalysts are O.O.O.O.O.S(=O)(=O)([O-])[O-].[Cu+2] (copper sulfate pentahydrate). Run in paraffin, CCOCC (ether). Conditions: temperature 180 celsius. The product is COCC(=CCCC(=CCCC(C=C)=C)C)C (12-methoxy-3-methylene-7,11-dimethyl-dodeca-1,6,10- -triene). The yield is 47.0%. As a reaction SMILES: [CH3:1][O:2][CH2:3][C:4]([CH3:18])=[CH:5][CH2:6][CH2:7][C:8]([CH3:17])=[CH:9][CH2:10][CH2:11][C:12]([CH3:16])(O)[CH:13]=[CH2:14].O.COCC(C)=CCCC(C)=CCC=C(C)C=C>CCOCC.O.O.O.O.O.S([O-])([O-])(=O)=O.[Cu+2]>[CH3:1][O:2][CH2:3][C:4]([CH3:18])=[CH:5][CH2:6][CH2:7][C:8]([CH3:17])=[CH:9][CH2:10][CH2:11][C:12](=[CH2:16])[CH:13]=[CH2:14] |f:4.5.6.7.8.9.10|. Reported procedure: 5 g of copper sulfate pentahydrate are suspended in 20 g of paraffin oil, with vigorous stirring, and the suspension is heated at 180° C under 20 mm Hg. The water of crystallization which is eliminated is removed through a descending condenser. After the reaction has ended, 25 g (0.1 mole) of 12-methoxy-3,7,11-trimethyl-dodeca-1,6,10-trien-3-ol are added dropwise to the suspension and water and reaction product are distilled off simultaneously (reaction time about 30 minutes). After completion, ... Starting materials: [BH3-]C#N, CCCN(CCC)CCCCNCc1ccc(C#N)cc1, C=O, CO, CC(=O)O, [Na+], [Na+], [OH-]. Yields the product CCCN(CCC)CCCCN(C)Cc1ccc(C#N)cc1. Reaction SMILES: [C:24]([BH3-:25])#[N:26].[CH2:1]([CH2:2][CH3:3])[N:4]([CH2:5][CH2:6][CH2:7][CH2:8][NH:9][CH2:10][c:11]1[cH:12][cH:13][c:14]([C:15]#[N:16])[cH:17][cH:18]1)[CH2:19][CH2:20][CH3:21].[CH2:22]=[O:23].[CH3:30][OH:31].[CH3:32][C:33](=[O:34])[OH:35].[Na+:27].[Na+:29].[OH-:28]>>[CH2:1]([CH2:2][CH3:3])[N:4]([CH2:5][CH2:6][CH2:7][CH2:8][N:9]([CH2:10][c:11]1[cH:12][cH:13][c:14]([C:15]#[N:16])[cH:17][cH:18]1)[CH3:24])[CH2:19][CH2:20][CH3:21].